The task is: describe an organic reaction: reactants, conditions, products, and yield. This data is from the Open Reaction Database (ORD), a public repository of structured organic reaction records. Starting materials: CS(=O)(=O)c1ccc(-c2cn[nH]c(=O)c2-c2ccc(Cl)cc2)cc1, Fc1ccc(I)cc1. The product is CS(=O)(=O)c1ccc(-c2cnn(-c3ccc(F)cc3)c(=O)c2-c2ccc(Cl)cc2)cc1. As a reaction SMILES: [Cl:1][c:2]1[cH:3][cH:4][c:5](-[c:8]2[c:9](=[O:24])[nH:10][n:11][cH:12][c:13]2-[c:14]2[cH:15][cH:16][c:17]([S:20](=[O:21])(=[O:22])[CH3:23])[cH:18][cH:19]2)[cH:6][cH:7]1.[F:25][c:26]1[cH:27][cH:28][c:29]([I:32])[cH:30][cH:31]1>>[Cl:1][c:2]1[cH:3][cH:4][c:5](-[c:8]2[c:9](=[O:24])[n:10](-[c:29]3[cH:28][cH:27][c:26]([F:25])[cH:31][cH:30]3)[n:11][cH:12][c:13]2-[c:14]2[cH:15][cH:16][c:17]([S:20](=[O:21])(=[O:22])[CH3:23])[cH:18][cH:19]2)[cH:6][cH:7]1. Starting materials: O=C1OC2=C(C1C1=CC=CC=C1)C=C(C=C2)OC(C(=O)Cl)=O (chloro-oxo-acetic acid 2-oxo-3-phenyl-2,3-dihydro-benzofuran-5-yl ester), C1=CC(=CC=C1[N+](=O)[O-])O (p-nitrophenol). Solvent: C1(=CC=CC=C1)C (toluene). Product: O=C1OC2=C(C1C1=CC=CC=C1)C=C(C=C2)OC(C(=O)OC2=CC=C(C=C2)[N+](=O)[O-])=O (oxalic acid (4-nitro-phenyl) ester (2-oxo-3-phenyl-2,3-dihydro-benzofuran-5-yl) ester). Yield: 33.0%. As a reaction SMILES: [O:1]=[C:2]1[CH:6]([C:7]2[CH:12]=[CH:11][CH:10]=[CH:9][CH:8]=2)[C:5]2[CH:13]=[C:14]([O:17][C:18](=[O:22])[C:19](Cl)=[O:20])[CH:15]=[CH:16][C:4]=2[O:3]1.[CH:23]1[C:28]([N+:29]([O-:31])=[O:30])=[CH:27][CH:26]=[C:25]([OH:32])[CH:24]=1>C1(C)C=CC=CC=1>[O:1]=[C:2]1[CH:6]([C:7]2[CH:12]=[CH:11][CH:10]=[CH:9][CH:8]=2)[C:5]2[CH:13]=[C:14]([O:17][C:18](=[O:22])[C:19]([O:32][C:25]3[CH:24]=[CH:23][C:28]([N+:29]([O-:31])=[O:30])=[CH:27][CH:26]=3)=[O:20])[CH:15]=[CH:16][C:4]=2[O:3]1. Procedure: Reaction of chloro-oxo-acetic acid 2-oxo-3-phenyl-2,3-dihydro-benzofuran-5-yl ester prepared as Example 11 reacted in toluene at the reflux with p-nitrophenol gave after purification oxalic acid (4-nitro-phenyl) ester (2-oxo-3-phenyl-2,3-dihydro-benzofuran-5-yl) ester (33% yield). Analysis C,63.5; H,3.3; N,3.5; C22H13NO8 requires C,63.0; H,3.1; N,3.3%. Mass Spectrometry shows a molecular ion at 419.